This data is from the Open Reaction Database (ORD), a public repository of structured organic reaction records. The task is: describe an organic reaction: reactants, conditions, products, and yield Reaction conditions: time 8 hour. Procedure details: To a solution of 4-{[(3-chloro-2-methylphenyl)methyl]amino}-2-(4-morpholinyl)-1,3-thiazole-5-carboxamide (100 mg, 0.273 mmol) in 1,2-Dimethoxyethane (DME) (1000 μl) was added tetrahydro-2-furancarbonyl chloride (73.4 mg, 0.545 mmol) in 1,2-Dimethoxyethane (DME) (400 μl). The mixture was stirred at room temperature overnight, then additional tetrahydro-2-furancarbonyl chloride (1 equiv.) was added and the mixture was irradiated (uwave) for 15 min at 90° C. The mixture was quenched with methanol, ... As a reaction SMILES: [Cl:1][C:2]1[C:3]([CH3:24])=[C:4]([CH2:8][NH:9][C:10]2[N:11]=[C:12]([N:18]3[CH2:23][CH2:22][O:21][CH2:20][CH2:19]3)[S:13][C:14]=2[C:15]([NH2:17])=[O:16])[CH:5]=[CH:6][CH:7]=1.[O:25]1[CH2:29][CH2:28][CH2:27][CH:26]1[C:30](Cl)=O>COCCOC>[Cl:1][C:2]1[C:3]([CH3:24])=[C:4]([CH2:8][N:9]2[C:10]3[N:11]=[C:12]([N:18]4[CH2:19][CH2:20][O:21][CH2:22][CH2:23]4)[S:13][C:14]=3[C:15](=[O:16])[N:17]=[C:30]2[CH:26]2[CH2:27][CH2:28][CH2:29][O:25]2)[CH:5]=[CH:6][CH:7]=1. Starting materials: O1C(CCC1)C(=O)Cl (tetrahydro-2-furancarbonyl chloride), ClC=1C(=C(C=CC1)CNC=1N=C(SC1C(=O)N)N1CCOCC1)C (4-{[(3-chloro-2-methylphenyl)methyl]amino}-2-(4-morpholinyl)-1,3-thiazole-5-carboxamide), O1C(CCC1)C(=O)Cl (tetrahydro-2-furancarbonyl chloride). Solvent: COCCOC (1,2-Dimethoxyethane), COCCOC (1,2-Dimethoxyethane). The product is ClC=1C(=C(C=CC1)CN1C(=NC(C2=C1N=C(S2)N2CCOCC2)=O)C2OCCC2)C (4-[(3-chloro-2-methylphenyl)methyl]-2-(4-morpholinyl)-5-(tetrahydro-2-furanyl)[1,3]thiazolo[4,5-d]pyrimidin-7(4H)-one). Reactants: ClC1=NC2=CC(=C(C=C2C(=N1)N)OC)OC (2-chloro-4-amino-6,7-dimethoxyquinazoline), O1C(CCC1)C(=O)N1CCNCC1 (1-(2-tetrahydrofuroyl)piperazine). The solvent is O (water), O (water). Product: desired product, COC=1C=C2C(=CC1OC)N=C(N=C2N)N3CCN(CC3)C(=O)C4CCCO4 (Terazosin). Reaction SMILES: Cl[C:2]1[N:11]=[C:10]([NH2:12])[C:9]2[C:4](=[CH:5][C:6]([O:15][CH3:16])=[C:7]([O:13][CH3:14])[CH:8]=2)[N:3]=1.[O:17]1[CH2:21][CH2:20][CH2:19][CH:18]1[C:22]([N:24]1[CH2:29][CH2:28][NH:27][CH2:26][CH2:25]1)=[O:23]>O>[CH3:14][O:13][C:7]1[CH:8]=[C:9]2[C:10]([NH2:12])=[N:11][C:2]([N:27]3[CH2:28][CH2:29][N:24]([C:22]([CH:18]4[O:17][CH2:21][CH2:20][CH2:19]4)=[O:23])[CH2:25][CH2:26]3)=[N:3][C:4]2=[CH:5][C:6]=1[O:15][CH3:16]. Reported procedure: The process comprises adding 2-chloro-4-amino-6,7-dimethoxyquinazoline together with 1-(2-tetrahydrofuroyl)piperazine to a polar organic reaction solution comprising a polar organic solvent and water. The water is present in a minimum amount effective to obtain the desired product, Terazosin.HCl dihydrate. As can be seen from the exemplary embodiments, the minimum, effective amount of water can vary, depending on the polar organic solvent selected. In the Examples below, the percent volume of wa...